Dataset: the Open Reaction Database (ORD), a public repository of structured organic reaction records. Task: describe an organic reaction: reactants, conditions, products, and yield Reactants: C(Cl)Cl (CH2Cl2), CN1CCOCC1 (4-methylmorpholine), C1(=CC=CC=C1)CS(=O)(=O)Cl (α-toluene-sulfonyl chloride). Run in C(C)#N (acetonitrile). Reaction conditions: temperature 0 celsius, time 1 hour. Product: C(C1=CC=CC=C1)S(=O)(=O)N (benzylsulfonamide). The yield is 118.1%. As a reaction SMILES: C[N:2]1CCOCC1.[C:8]1([CH2:14][S:15](Cl)(=[O:17])=[O:16])[CH:13]=[CH:12][CH:11]=[CH:10][CH:9]=1.C(Cl)Cl>C(#N)C>[CH2:14]([S:15]([NH2:2])(=[O:17])=[O:16])[C:8]1[CH:13]=[CH:12][CH:11]=[CH:10][CH:9]=1. Procedure details: To a solution of 5 (7.54 g, 0.0298 mole; see Example 5) and 4-methylmorpholine (9.04 g, 0.0894 mole, 9.83 mL) in 300 mL of anhydrous acetonitrile at 0° C. under N2 was added α-toluene-sulfonyl chloride (11.36 g, 0.0596 mole) in one portion. The solution was stirred at 0° C. for 1 hour and allowed to warm. to and stir at ambient temperature for 19 hours. The solution was filtered and evaporated. The crude residue was purified by flash chromatography on silica gel using a hexane, CH2Cl2: 4,1 to CH... Reactants: OC1=CC=C(C(=O)OC)C=C1 (methyl 4-hydroxybenzoate), C(C)(C)(C)OC(=O)N1C[C@@H](CC1)O ((3R)-1-tert-butoxycarbonyl-3-pyrrolidinol), C1(=CC=CC=C1)P(C1=CC=CC=C1)C1=CC=CC=C1 (triphenylphosphine), aqueous solution, C([O-])([O-])=O.[K+].[K+] (potassium carbonate), solution, N(=NC(=O)OCC)C(=O)OCC (diethyl azodicarboxylate). The solvent is O1CCCC1 (tetrahydrofuran), C(C)(=O)OCC (ethyl acetate), C1(=CC=CC=C1)C (toluene). Conditions: time 20 hour. Yields the product C(C)(C)(C)OC(=O)N1C[C@H](CC1)OC1=CC=C(C(=O)OC)C=C1 (Methyl 4-[[(3S)-1-tert-butoxycarbonyl-3-pyrrolidinyl]oxy]benzoate). RXN SMILES: [OH:1][C:2]1[CH:11]=[CH:10][C:5]([C:6]([O:8][CH3:9])=[O:7])=[CH:4][CH:3]=1.[C:12]([O:16][C:17]([N:19]1[CH2:23][CH2:22][C@@H:21](O)[CH2:20]1)=[O:18])([CH3:15])([CH3:14])[CH3:13].C1(P(C2C=CC=CC=2)C2C=CC=CC=2)C=CC=CC=1.N(C(OCC)=O)=NC(OCC)=O.C(=O)([O-])[O-].[K+].[K+]>O1CCCC1.C1(C)C=CC=CC=1.C(OCC)(=O)C>[C:12]([O:16][C:17]([N:19]1[CH2:23][CH2:22][C@H:21]([O:1][C:2]2[CH:3]=[CH:4][C:5]([C:6]([O:8][CH3:9])=[O:7])=[CH:10][CH:11]=2)[CH2:20]1)=[O:18])([CH3:15])([CH3:13])[CH3:14] |f:4.5.6|. Reported procedure: In tetrahydrofuran (50 ml), methyl 4-hydroxybenzoate (1.01 g), (3R)-1-tert-butoxycarbonyl-3-pyrrolidinol (1.36 g) and triphenylphosphine (1.73 g) were dissolved, followed by the dropwise addition of a 40% solution (2.87 ml) of diethyl azodicarboxylate in toluene under ice cooling. The resulting mixture was stirred at room temperature for 20 hours. To the reaction mixture, ethyl acetate and a 10% aqueous solution of potassium carbonate were added to separate the organic layer. The organic layer s...